From a dataset of the Open Reaction Database (ORD), a public repository of structured organic reaction records. describe an organic reaction: reactants, conditions, products, and yield Starting materials: C(C)(C)(C)OC(NCC=1N(C(C2=CC=C(C=C2C1OCCCC)OCC)=O)CC(C)(C)C)=O (tert-butyl(4-butoxy-6-ethoxy-2neopentyl-1-oxo-1,2-dihydro-3-isoquinolinyl)methylcarbamate), Cl (hydrogen chloride). The solvent is C(C)(=O)OCC (ethyl acetate), C(C)(=O)OCC (ethyl acetate). Conditions: time 2 hour. Yields the product Cl.NCC=1N(C(C2=CC=C(C=C2C1OCCCC)OCC)=O)CC(C)(C)C (3-(aminomethyl)-4-butoxy-6-ethoxy-2-neopentyl-1(2H)-isoquinolinone hydrochloride). The yield is 95.8%. RXN SMILES: C(OC(=O)[NH:7][CH2:8][C:9]1[N:10]([CH2:28][C:29]([CH3:32])([CH3:31])[CH3:30])[C:11](=[O:27])[C:12]2[C:17]([C:18]=1[O:19][CH2:20][CH2:21][CH2:22][CH3:23])=[CH:16][C:15]([O:24][CH2:25][CH3:26])=[CH:14][CH:13]=2)(C)(C)C.[ClH:34]>C(OCC)(=O)C>[ClH:34].[NH2:7][CH2:8][C:9]1[N:10]([CH2:28][C:29]([CH3:31])([CH3:30])[CH3:32])[C:11](=[O:27])[C:12]2[C:17]([C:18]=1[O:19][CH2:20][CH2:21][CH2:22][CH3:23])=[CH:16][C:15]([O:24][CH2:25][CH3:26])=[CH:14][CH:13]=2 |f:3.4|. Procedure details: To a solution of tert-butyl(4-butoxy-6-ethoxy-2neopentyl-1-oxo-1,2-dihydro-3-isoquinolinyl)methylcarbamate (0.28 g, 0.6 mmol) in ethyl acetate (5 ml) was added a solution of 4N hydrogen chloride in ethyl acetate (5 ml), and the obtained solution was stirred at room temperature for 2 h. The reaction mixture was concentrated under reduced pressure, and the precipitated crystals were recrystallized from methanol-diisopropyl ether to give 3-(aminomethyl)-4-butoxy-6-ethoxy-2-neopentyl-1(2H)-isoquinol... The reactants are BrC=1C=C(C(=NC1)C)N(C)C ((5-bromo-2-methyl-pyridin-3-yl)-dimethyl-amine), C(=O)(O)[O-].[Na+] (NaHCO3). Product: BrC=1C=C(C(=NC1)C)NC ((5-Bromo-2-methyl-pyridin-3-yl)-methyl-amine). RXN SMILES: [Br:1][C:2]1[CH:3]=[C:4]([N:9](C)[CH3:10])[C:5]([CH3:8])=[N:6][CH:7]=1.C([O-])(O)=O.[Na+]>>[Br:1][C:2]1[CH:3]=[C:4]([NH:9][CH3:10])[C:5]([CH3:8])=[N:6][CH:7]=1 |f:1.2|. Procedure details: To a solution of 5-bromo-2-methyl-pyridin-3-ylamine (Stage 75.1.4, 3.81 mmol) in THF (25 ml) cooled with an ice-bath was added 1 M bis(trimethylsilyl)amide in THF (4.38 mmol). The RM was stirred for 1 h at rt then was added iodomethane (4.38 mmol). The RM was stirred for 1 h at rt. The RM was cooled with an ice-bath and was added 1 M bis(trimethylsilyl)amide in THF (1.9 mmol). The RM was stirred for 30 min at it then was added iodomethane (1.9 mmol). The RM was stirred for 1 h at it then was dil... Reactants: CO, CN(C)c1cccc2ccccc12, Cl, O=[N+]([O-])c1ccc2nsnc2c1, Nc1ccc2nsnc2c1, O=S(=O)(Cl)Cl, c1ccncc1. Yields the product CN(C)c1cccc2c(S(=O)(=O)Nc3ccc4nsnc4c3)cccc12. Reaction SMILES: [CH3:48][OH:49].[CH3:6][N:7]([c:8]1[c:9]2[cH:10][cH:11][cH:12][cH:13][c:14]2[cH:15][cH:16][cH:17]1)[CH3:18].[ClH:41].[N+:29]([c:30]1[cH:31][cH:32][c:33]2[n:34][s:35][n:36][c:37]2[cH:38]1)([O-:39])=[O:40].[NH2:19][c:20]1[cH:21][c:22]2[c:23]([n:24][s:25][n:26]2)[cH:27][cH:28]1.[S:1](=[O:2])(=[O:3])([Cl:4])[Cl:5].[cH:42]1[cH:43][cH:44][n:45][cH:46][cH:47]1>>[S:1](=[O:2])(=[O:3])([c:13]1[cH:12][cH:11][cH:10][c:9]2[c:8]([N:7]([CH3:6])[CH3:18])[cH:17][cH:16][cH:15][c:14]21)[NH:19][c:20]1[cH:21][c:22]2[c:23]([n:24][s:25][n:26]2)[cH:27][cH:28]1. Procedure details: By an electrochemical reductive dehydrohalogenation method. 1(3-tolyloxy)-2,2,2-trichloroethyl acetate (15.8 g), concentrated sulphuric acid (98% w/v, 9.8 g) and methanol (220 ml) was charged into an electrolytic cell, which was surrounded by a cooling bath set to maintain the temperature at about 15° C, and fitted with a cylindrical diaphragm, stirrer, reference electrode (SCE) and a working electrode. The cathode was a lead plate (surface area about 40 cm2). Using a current density in the rang... Run in CO (methanol). Reactants: C(C)(=O)OC(C(Cl)(Cl)Cl)OC=1C=C(C=CC1)C (1(3-tolyloxy)-2,2,2-trichloroethyl acetate), S(O)(O)(=O)=O (sulphuric acid), [OH-].[Na+] (caustic soda). Reaction conditions: temperature 15 celsius. Yields the product ClC(=COC=1C=C(C=CC1)C)Cl (3-tolyl 2,2-dichlorovinyl ether). As a reaction SMILES: C(O[CH:5]([O:10][C:11]1[CH:12]=[C:13]([CH3:17])[CH:14]=[CH:15][CH:16]=1)[C:6](Cl)([Cl:8])[Cl:7])(=O)C.S(=O)(=O)(O)O.[OH-].[Na+]>CO>[Cl:7][C:6]([Cl:8])=[CH:5][O:10][C:11]1[CH:12]=[C:13]([CH3:17])[CH:14]=[CH:15][CH:16]=1 |f:2.3|. The reactants are [Cl-].[Al+3].[Cl-].[Cl-] (aluminum chloride), C1(=CC=CC=C1)C (toluene). The product is ClC1=C(C=C(C(=C1)C(C)(C)C)Cl)C (2,5-dichloro-4-t-butyltoluene). The yield is 270.8%. As a reaction SMILES: [Cl-:1].[Al+3].[Cl-:3].[Cl-].[C:5]1([CH3:11])[CH:10]=[CH:9][CH:8]=[CH:7][CH:6]=1>>[Cl:1][C:6]1[CH:7]=[C:8]([C:5]([CH3:11])([CH3:10])[CH3:6])[C:9]([Cl:3])=[CH:10][C:5]=1[CH3:11] |f:0.1.2.3|. Procedure details: After adding a large excess of 2000 g of toluene and 64 g (0.48 mol) of anhydrous aluminum chloride, as a catalyst, to 284 g (1.3 mol) of 2,5-dichloro-4-t-butyltoluene obtained as stated above, the mixture was brought into reaction for 5 hours at room temperature under a vigorous agitation thereof. Reactants: CON(C)C(=O)c1ccc(Cl)c(Br)c1, Cc1ccccc1, OB(O)c1ccc(Cl)cc1, [K+], [K+], O=C([O-])[O-]. Yields the product CON(C)C(=O)c1ccc(Cl)c(-c2ccc(Cl)cc2)c1. Reaction SMILES: [Br:1][c:2]1[cH:3][c:4]([C:5](=[O:6])[N:7]([CH3:8])[O:9][CH3:10])[cH:11][cH:12][c:13]1[Cl:14].[CH3:31][c:32]1[cH:33][cH:34][cH:35][cH:36][cH:37]1.[Cl:15][c:16]1[cH:17][cH:18][c:19]([B:22]([OH:23])[OH:24])[cH:20][cH:21]1.[K+:25].[K+:26].[O-:27][C:28]([O-:29])=[O:30]>>[c:2]1(-[c:19]2[cH:18][cH:17][c:16]([Cl:15])[cH:21][cH:20]2)[cH:3][c:4]([C:5](=[O:6])[N:7]([CH3:8])[O:9][CH3:10])[cH:11][cH:12][c:13]1[Cl:14]. The reactants are Cl.N[C@H]1CC[C@H](CC1)NC(=O)C1=C(NC=2C1=NC=CC2C2=C(C=C(C=C2)OC)OCC2CC2)C (N-(cis-4-aminocyclohexyl)-7-[2-(cyclopropylmethoxy)-4-methoxyphenyl]-2-methyl-1H-pyrrolo[3,2-b]pyridine-3-carboxamide hydrochloride), C(C)(=O)O[C@H](C(=O)Cl)C ((2S)-1-chloro-1-oxopropan-2-yl acetate). Yields the product C1(CC1)COC1=C(C=CC(=C1)OC)C1=C2C(=NC=C1)C(=C(N2)C)C(=O)N[C@@H]2CC[C@@H](CC2)NC([C@H](C)O)=O (7-[2-(Cyclopropylmethoxy)-4-methoxyphenyl]-N-(cis-4-{[(2S)-2-hydroxypropanoyl]amino}cyclohexyl)-2-methyl-1H-pyrrolo[3,2-b]pyridine-3-carboxamide). Reaction SMILES: Cl.[NH2:2][C@@H:3]1[CH2:8][CH2:7][C@H:6]([NH:9][C:10]([C:12]2[C:16]3=[N:17][CH:18]=[CH:19][C:20]([C:21]4[CH:26]=[CH:25][C:24]([O:27][CH3:28])=[CH:23][C:22]=4[O:29][CH2:30][CH:31]4[CH2:33][CH2:32]4)=[C:15]3[NH:14][C:13]=2[CH3:34])=[O:11])[CH2:5][CH2:4]1.C([O:38][C@@H:39]([CH3:43])[C:40](Cl)=[O:41])(=O)C>>[CH:31]1([CH2:30][O:29][C:22]2[CH:23]=[C:24]([O:27][CH3:28])[CH:25]=[CH:26][C:21]=2[C:20]2[CH:19]=[CH:18][N:17]=[C:16]3[C:12]([C:10]([NH:9][C@H:6]4[CH2:7][CH2:8][C@@H:3]([NH:2][C:40](=[O:41])[C@@H:39]([OH:38])[CH3:43])[CH2:4][CH2:5]4)=[O:11])=[C:13]([CH3:34])[NH:14][C:15]=23)[CH2:32][CH2:33]1 |f:0.1|. Reported procedure: Starting from N-(cis-4-aminocyclohexyl)-7-[2-(cyclopropylmethoxy)-4-methoxyphenyl]-2-methyl-1H-pyrrolo[3,2-b]pyridine-3-carboxamide hydrochloride (example D.f13) and commercially available (2S)-1-chloro-1-oxopropan-2-yl acetate the title compound is obtained as colorless solid.